This data is from the Open Reaction Database (ORD), a public repository of structured organic reaction records. The task is: describe an organic reaction: reactants, conditions, products, and yield The reactants are N1C(=CC=C1)C=O (pyrrole-2-carboxaldehyde), N1CCCCC1 (piperidine), C(C)N1CCN(CC1)CC1=C(C=C(C(=O)NC2=CC(=CC=C2)NC2=CC=C3CC(NC3=C2)=O)C=C1)C(F)(F)F (4-(4-ethyl-piperazin-1-ylmethyl)-N-[3-(2-oxo-2,3-dihydro-1H-indol-6-ylamino)-phenyl]-3-trifluoromethyl-benzamide). Run in CCO (EtOH). Run at temperature 80 celsius. The product is C(C)N1CCN(CC1)CC1=C(C=C(C(=O)NC2=CC(=CC=C2)NC2=CC=C3C(C(NC3=C2)=O)=CC=2NC=CC2)C=C1)C(F)(F)F (4-(4-Ethyl-piperazin-1-ylmethyl)-N-{3-[2-oxo-3-(1H-pyrrol-2-ylmethylene)-2,3-dihydro-1H-indol-6-ylamino]-phenyl}-3-trifluoromethyl-benzamide). The yield is 59.5%. RXN SMILES: [CH2:1]([N:3]1[CH2:8][CH2:7][N:6]([CH2:9][C:10]2[CH:35]=[CH:34][C:13]([C:14]([NH:16][C:17]3[CH:22]=[CH:21][CH:20]=[C:19]([NH:23][C:24]4[CH:32]=[C:31]5[C:27]([CH2:28][C:29](=[O:33])[NH:30]5)=[CH:26][CH:25]=4)[CH:18]=3)=[O:15])=[CH:12][C:11]=2[C:36]([F:39])([F:38])[F:37])[CH2:5][CH2:4]1)[CH3:2].[NH:40]1[CH:44]=[CH:43][CH:42]=[C:41]1[CH:45]=O.N1CCCCC1>CCO>[CH2:1]([N:3]1[CH2:8][CH2:7][N:6]([CH2:9][C:10]2[CH:35]=[CH:34][C:13]([C:14]([NH:16][C:17]3[CH:22]=[CH:21][CH:20]=[C:19]([NH:23][C:24]4[CH:32]=[C:31]5[C:27]([C:28](=[CH:45][C:41]6[NH:40][CH:44]=[CH:43][CH:42]=6)[C:29](=[O:33])[NH:30]5)=[CH:26][CH:25]=4)[CH:18]=3)=[O:15])=[CH:12][C:11]=2[C:36]([F:38])([F:39])[F:37])[CH2:5][CH2:4]1)[CH3:2]. Procedure: To a suspension of 4-(4-ethyl-piperazin-1-ylmethyl)-N-[3-(2-oxo-2,3-dihydro-1H-indol-6-ylamino)-phenyl]-3-trifluoromethyl-benzamide (200 mg, 0.372 mmol) in EtOH (10 mL) are added pyrrole-2-carboxaldehyde (42 mg, 0.446 mmol) and piperidine (74 μL, 0.74 mmol). The mixture is heated at 80° C. for 2 hours. All the solvent is evaporated to dryness. The crude is recrystallized in EtOH to give 136 mg of the desired compound: 1H NMR (400 MHz, DMSO) δ 10.74 (s, 1 H), 10.34 (s, 1 H), 8.37 (s, 1 H), 8.18-8... Starting materials: C(C)(=O)N1C(CC(C2=CC(=CC=C12)N)(C)C1=CC=CC=C1)(C)C (1-acetyl-6-amino-4-phenyl-1,2,3,4-tetrahydro-2,2,4-trimethylquinoline), [N+](=O)([O-])C1=CC=C(C(=O)Cl)C=C1 (4-nitrobenzoyl chloride), C(C)(C)N(C(C)C)CC (N,N-diisopropylethylamine). Run in O1CCCC1 (tetrahydrofuran). Product: C(C)(=O)N1C(CC(C2=CC(=CC=C12)NC(C1=CC=C(C=C1)[N+](=O)[O-])=O)(C)C1=CC=CC=C1)(C)C (1-Acetyl-6-(4-nitrobenzoyl)amino-4-phenyl-1,2,3,4-tetrahydro-2,2,4-trimethylquinoline). As a reaction SMILES: [C:1]([N:4]1[C:13]2[C:8](=[CH:9][C:10]([NH2:14])=[CH:11][CH:12]=2)[C:7]([C:16]2[CH:21]=[CH:20][CH:19]=[CH:18][CH:17]=2)([CH3:15])[CH2:6][C:5]1([CH3:23])[CH3:22])(=[O:3])[CH3:2].[N+:24]([C:27]1[CH:35]=[CH:34][C:30]([C:31](Cl)=[O:32])=[CH:29][CH:28]=1)([O-:26])=[O:25].C(N(CC)C(C)C)(C)C>O1CCCC1>[C:1]([N:4]1[C:13]2[C:8](=[CH:9][C:10]([NH:14][C:31](=[O:32])[C:30]3[CH:29]=[CH:28][C:27]([N+:24]([O-:26])=[O:25])=[CH:35][CH:34]=3)=[CH:11][CH:12]=2)[C:7]([C:16]2[CH:21]=[CH:20][CH:19]=[CH:18][CH:17]=2)([CH3:15])[CH2:6][C:5]1([CH3:23])[CH3:22])(=[O:3])[CH3:2]. Procedure details: Acylation of 1-acetyl-6-amino-4-phenyl-1,2,3,4-tetrahydro-2,2,4-trimethylquinoline (10 mg) with 4-nitrobenzoyl chloride (12 mg) and N,N-diisopropylethylamine (22 μl) in tetrahydrofuran (1 ml) was performed according to the method described in example 6. Reactants: formula 3, OC(CC(=O)OCC)(C)C1=CC=C(C=C1)C1CCCCCC1 (ethyl 3-hydroxy-3-(4′-cycloheptylphenyl)-butanoate), C1(=CC=C(C=C1)S(=O)(=O)O)C (p-toluenesulfonic acid). Solvent: C(=O)(O)[O-].[Na+] (NaHCO3), C1=CC=CC=C1 (benzene), C1=CC=CC=C1 (benzene). Product: C1(CCCCCC1)C1=CC=C(C=C1)C(=CC(=O)OCC)C (ethyl 3-(4′-cycloheptylphenyl)-but-2-enoate). Yield: 42.9%. As a reaction SMILES: O[C:2]([C:10]1[CH:15]=[CH:14][C:13]([CH:16]2[CH2:22][CH2:21][CH2:20][CH2:19][CH2:18][CH2:17]2)=[CH:12][CH:11]=1)([CH3:9])[CH2:3][C:4]([O:6][CH2:7][CH3:8])=[O:5].C1(C)C=CC(S(O)(=O)=O)=CC=1>C1C=CC=CC=1.C([O-])(O)=O.[Na+]>[CH:16]1([C:13]2[CH:12]=[CH:11][C:10]([C:2]([CH3:9])=[CH:3][C:4]([O:6][CH2:7][CH3:8])=[O:5])=[CH:15][CH:14]=2)[CH2:17][CH2:18][CH2:19][CH2:20][CH2:21][CH2:22]1 |f:3.4|. Procedure details: To a solution of ethyl 3-hydroxy-3-(4′-cycloheptylphenyl)-butanoate (2c, 28.75 g) in benzene (175 ml) was added p-toluenesulfonic acid and was refluxed for 1 h. The reaction mixture was diluted with NaHCO3 and benzene layer was separated out. The organic layer was washed with water, dried (Na2SO4) and concentrated. The crude product was purified by column chromatography on silica gel to give 11.6 g (42.9% yield) of ethyl 3-(4′-cycloheptylphenyl)-but-2-enoate (3c, formula 3, R=cycloheptyl) as vis... Starting materials: ClC=1C=NC=C(C1SC1=C(C=C(S1)C(=O)O)[N+](=O)[O-])Cl (5-[(3,5-dichloro-4-pyridyl)sulfanyl]-4-nitro-thiophene-2-carboxylic acid), C(CC)N1CCC(CC1)N (1-propylpiperidin-4-amine). The product is ClC=1C=NC=C(C1SC1=C(C=C(S1)C(=O)NC1CCN(CC1)CCC)[N+](=O)[O-])Cl (5-((3,5-dichloropyridin-4-yl)thio)-4-nitro-N-(1-propylpiperidin-4-yl)thiophene-2-carboxamide), solid. Isolated yield 21.0%. Reaction SMILES: [Cl:1][C:2]1[CH:3]=[N:4][CH:5]=[C:6]([Cl:20])[C:7]=1[S:8][C:9]1[S:13][C:12]([C:14]([OH:16])=O)=[CH:11][C:10]=1[N+:17]([O-:19])=[O:18].[CH2:21]([N:24]1[CH2:29][CH2:28][CH:27]([NH2:30])[CH2:26][CH2:25]1)[CH2:22][CH3:23]>>[Cl:20][C:6]1[CH:5]=[N:4][CH:3]=[C:2]([Cl:1])[C:7]=1[S:8][C:9]1[S:13][C:12]([C:14]([NH:30][CH:27]2[CH2:28][CH2:29][N:24]([CH2:21][CH2:22][CH3:23])[CH2:25][CH2:26]2)=[O:16])=[CH:11][C:10]=1[N+:17]([O-:19])=[O:18]. Reported procedure: Prepared according to the procedure described for example 44 from 5-[(3,5-dichloro-4-pyridyl)sulfanyl]-4-nitro-thiophene-2-carboxylic acid (35 mg, 0.1 mmol) and 1-propylpiperidin-4-amine (14.2 mg, 0.12 mmol). The title compound was obtained as a solid (10 mg, 21% yield). MS m/z: 474.98, 476.97 [M+H]+. Reactants: C([C@@H](O)CC(=O)OC)(=O)OC (Dimethyl (S)-(-)-malate), C1(=CC=CC=C1)P(C1=CC=CC=C1)C1=CC=CC=C1 (triphenylphosphine), CCOC(=O)/N=N/C(=O)OCC (diethylazodicarboxylate), CCOC(=O)/N=N/C(=O)OCC (Diethylazodicarboxylate), BrC1=C(C(=CC(=C1)C1=C2C=CC=CC2=C(C2=C1C1=C(S2)C=CC=C1)Br)Br)O (2,6-dibromo-4-(6-bromo-benzo [b]naphtho[2,3-d]thiophen-11-yl)-phenol), C([C@@H](O)CC(=O)OC)(=O)OC (dimethyl (S)-(-)-malate), C1(=CC=CC=C1)P(C1=CC=CC=C1)C1=CC=CC=C1 (triphenylphosphine). Solvent: C1=CC=CC=C1 (benzene), C(Cl)Cl (methylene chloride). Run at temperature 79 celsius. Product: COC(C(CC(=O)OC)OC1=C(C=C(C=C1Br)C1=C2C=CC=CC2=C(C2=C1C1=C(S2)C=CC=C1)Br)Br)=O (2,6-Dibromo-4-(6-bromo-benzo[b]naphtho[2,3-d]thiophen- 11-yl)-phenoxyl-succinic acid dimethyl ester). Yield: 50.0%. RXN SMILES: CCOC(/N=N/C(OCC)=O)=O.[Br:13][C:14]1[CH:19]=[C:18]([C:20]2[C:29]3[C:30]4[CH:36]=[CH:35][CH:34]=[CH:33][C:31]=4[S:32][C:28]=3[C:27]([Br:37])=[C:26]3[C:21]=2[CH:22]=[CH:23][CH:24]=[CH:25]3)[CH:17]=[C:16]([Br:38])[C:15]=1[OH:39].[C:40]([O:49][CH3:50])(=[O:48])[C@H:41]([CH2:43][C:44]([O:46][CH3:47])=[O:45])O.C1(P(C2C=CC=CC=2)C2C=CC=CC=2)C=CC=CC=1>C1C=CC=CC=1.C(Cl)Cl>[CH3:47][O:46][C:44](=[O:45])[CH:43]([O:39][C:15]1[C:16]([Br:38])=[CH:17][C:18]([C:20]2[C:29]3[C:30]4[CH:36]=[CH:35][CH:34]=[CH:33][C:31]=4[S:32][C:28]=3[C:27]([Br:37])=[C:26]3[C:21]=2[CH:22]=[CH:23][CH:24]=[CH:25]3)=[CH:19][C:14]=1[Br:13])[CH2:41][C:40]([O:49][CH3:50])=[O:48]. Procedure: Diethylazodicarboxylate (0.254 mL, 1.61 mmol) was added dropwise to a stirred, room temperature suspension of 2,6-dibromo-4-(6-bromo-benzo [b]naphtho[2,3-d]thiophen-11-yl)-phenol (0.600 g, 1.10 mmol), dimethyl (S)-(-)-malate (0.213 mL, 1.61 mmol) and triphenylphosphine (0.421 g, 1.61 mmol) in benzene (7.5 mL) under a dry nitrogen atmosphere. The solution was heated in an 79° C. oil bath for 23 h. Additional Dimethyl (S)-(-)-malate (0.043 mL, 0.321 mmol) and triphenylphosphine (0.084 g, 0.321 mmo...